This data is from the Open Reaction Database (ORD), a public repository of structured organic reaction records. The task is: describe an organic reaction: reactants, conditions, products, and yield Reactants: O (water), C(C)(C)C1=C(C=O)C=C(C(=C1)C(C)C)COCC (2,4-Diisopropyl-5-ethoxymethyl-benzaldehyde), NC1=CC=CC=C1 (aniline), C1(=CC=C(C=C1)S(=O)(=O)O)C (p-toluenesulphonic acid). Run in C1(=CC=CC=C1)C (toluene), C(C)(=O)OCC (ethyl acetate). Product: C(C)(C)C1=C(C=NC2=CC=CC=C2)C=C(C(=C1)C(C)C)COC (N-[2,4-Diisopropyl-5-methoxymethyl-benzal]-phenylamine). As a reaction SMILES: [CH:1]([C:4]1[CH:11]=[C:10]([CH:12]([CH3:14])[CH3:13])[C:9]([CH2:15][O:16][CH2:17]C)=[CH:8][C:5]=1[CH:6]=O)([CH3:3])[CH3:2].[NH2:19][C:20]1[CH:25]=[CH:24][CH:23]=[CH:22][CH:21]=1.C1(C)C=CC(S(O)(=O)=O)=CC=1.O>C1(C)C=CC=CC=1.C(OCC)(=O)C>[CH:1]([C:4]1[CH:11]=[C:10]([CH:12]([CH3:13])[CH3:14])[C:9]([CH2:15][O:16][CH3:17])=[CH:8][C:5]=1[CH:6]=[N:19][C:20]1[CH:25]=[CH:24][CH:23]=[CH:22][CH:21]=1)([CH3:2])[CH3:3]. Procedure: A solution of 10.36 g (44.3 mmol) of the compound from Example 5, 4.06 g (44.6 mmol) of freshly distilled aniline and 0.3 g of p-toluenesulphonic acid in 370 ml of toluene is heated under reflux for 1.5 h in a water separator (molecular sieve 4 Å), diluted with ethyl acetate after cooling to room temperature, washed with saturated sodium hydrogencarbonate solution and water, dried using sodium sulphate and concentrated in vacuo.